Dataset: the Open Reaction Database (ORD), a public repository of structured organic reaction records. Task: describe an organic reaction: reactants, conditions, products, and yield Starting materials: CC(=O)O, ClCCl, Cc1cc(C(=O)N(C)C(C=O)C(C)C)ccc1F, OC1CCNCC1, [Na+], [OH-]. The product is Cc1cc(C(=O)N(C)C(CN2CCC(O)CC2)C(C)C)ccc1F. Reaction SMILES: [CH3:8][C:9](=[O:10])[OH:11].[Cl:32][CH2:33][Cl:34].[F:12][c:13]1[c:14]([CH3:29])[cH:15][c:16]([C:17](=[O:18])[N:19]([CH:20]([CH:21]=[O:22])[CH:23]([CH3:24])[CH3:25])[CH3:26])[cH:27][cH:28]1.[NH:1]1[CH2:2][CH2:3][CH:4]([OH:7])[CH2:5][CH2:6]1.[Na+:31].[OH-:30]>>[N:1]1([CH2:21][CH:20]([N:19]([C:17]([c:16]2[cH:15][c:14]([CH3:29])[c:13]([F:12])[cH:28][cH:27]2)=[O:18])[CH3:26])[CH:23]([CH3:24])[CH3:25])[CH2:2][CH2:3][CH:4]([OH:7])[CH2:5][CH2:6]1. Starting materials: ClC1=C(C=CC(=C1)[N+](=O)[O-])F (2-chloro-1-fluoro-4-nitrobenzene), CN(C1CNCC1)C (dimethylpyrrolidin-3-ylamine), C([O-])([O-])=O.[K+].[K+] (potassium carbonate). Run in CN(C)C=O (DMF). Conditions: time 4 hour. The product is ClC1=C(C=CC(=C1)[N+](=O)[O-])N1CC(CC1)N(C)C ([1-(2-Chloro-4-nitrophenyl)pyrrolidin-3-yl]dimethylamine). As a reaction SMILES: [Cl:1][C:2]1[CH:7]=[C:6]([N+:8]([O-:10])=[O:9])[CH:5]=[CH:4][C:3]=1F.[CH3:12][N:13]([CH3:19])[CH:14]1[CH2:18][CH2:17][NH:16][CH2:15]1.C(=O)([O-])[O-].[K+].[K+]>CN(C=O)C>[Cl:1][C:2]1[CH:7]=[C:6]([N+:8]([O-:10])=[O:9])[CH:5]=[CH:4][C:3]=1[N:16]1[CH2:17][CH2:18][CH:14]([N:13]([CH3:19])[CH3:12])[CH2:15]1 |f:2.3.4|. Reported procedure: A mixture of 2-chloro-1-fluoro-4-nitrobenzene (4.79 g), dimethylpyrrolidin-3-ylamine (2.60 g), potassium carbonate (3.82 g) and DMF (35 mL) was stirred at room temperature for 4 hours. The reaction mixture was partitioned between water and ethyl acetate. The organic phase was extracted with hydrochloric acid (2 M), and the extract was basified with sodium hydroxide solution (2M). Extraction with ethyl acetate afforded an organic phase which was dried and concentrated. The product with the molecu... Reactants: NC1=C(C(=CC=C1)Cl)O (2-amino-6-chlorophenol), ClCC1=CC=C(C(=O)Cl)C=C1 (4-chloromethyl-benzoyl chloride), C1(=CC=C(C=C1)S(=O)(=O)O)C (p-toluenesulfonic acid). Run in ClC1=C(C=CC=C1)Cl (o-dichlorobenzene). The product is ClCC1=CC=C(C=C1)C=1OC2=C(N1)C=CC=C2Cl (2-(4'-chloromethylphenyl)-7-chlorobenzoxazole). Reaction SMILES: [NH2:1][C:2]1[CH:7]=[CH:6][CH:5]=[C:4]([Cl:8])[C:3]=1[OH:9].[Cl:10][CH2:11][C:12]1[CH:20]=[CH:19][C:15]([C:16](Cl)=O)=[CH:14][CH:13]=1.C1(C)C=CC(S(O)(=O)=O)=CC=1>ClC1C=CC=CC=1Cl>[Cl:10][CH2:11][C:12]1[CH:20]=[CH:19][C:15]([C:16]2[O:9][C:3]3[C:4]([Cl:8])=[CH:5][CH:6]=[CH:7][C:2]=3[N:1]=2)=[CH:14][CH:13]=1. Procedure: 158.5 g of 2-(4'-chloromethylphenyl)-7-chlorobenzoxazole (produced by condensation of 2-amino-6-chlorophenol with 4-chloromethyl-benzoyl chloride and subsequent cyclisation in o-dichlorobenzene in the presence of p-toluenesulfonic acid, melting point 141° to 142° C.) is heated with 400 ml of triethyl phosphite in the course of 2 hours at 155° C., and the mixture is subsequently stirred at 155° to 158° C. for a further 7 hours. After cooling to 90° C., the unreacted triethyl phosphite is distille... Starting materials: CC(C=CC=CC=1C=C(C=NC1Cl)OC[C@@H]1N(CCC1)C(=O)OC(C)(C)C)(C)C (5-(5,5-dimethyl-1,3-hexadienyl)-6-chloro-3-(1-BOC-2-(R)-pyrrolidinylmethoxy)pyridine), C=O (formalin). The solvent is C(=O)O (formic acid). Conditions: temperature 70 celsius. Product: Cl.Cl.CC(C=CC=CC=1C=C(C=NC1Cl)OC[C@@H]1N(CCC1)C)(C)C (5-(5,5-dimethyl-1,3-hexadienyl)-6-chloro-3-(1-methyl-2-(R)-pyrrolidinylmethoxy)pyridine dihydrochloride). Isolated yield 156.9%. Reaction SMILES: [CH3:1][C:2]([CH3:29])([CH3:28])[CH:3]=[CH:4][CH:5]=[CH:6][C:7]1[CH:8]=[C:9]([O:14][CH2:15][C@H:16]2[CH2:20][CH2:19][CH2:18][N:17]2[C:21](OC(C)(C)C)=O)[CH:10]=[N:11][C:12]=1[Cl:13].C=O>C(O)=O>[ClH:13].[ClH:13].[CH3:1][C:2]([CH3:29])([CH3:28])[CH:3]=[CH:4][CH:5]=[CH:6][C:7]1[CH:8]=[C:9]([O:14][CH2:15][C@H:16]2[CH2:20][CH2:19][CH2:18][N:17]2[CH3:21])[CH:10]=[N:11][C:12]=1[Cl:13] |f:3.4.5|. Reported procedure: To 5-(5,5-dimethyl-1,3-hexadienyl)-6-chloro-3-(1-BOC-2-(R)-pyrrolidinylmethoxy)pyridine from step 77a (145 mg, 0.34 mmol) was added formalin (37%, 4 mL) and formic acid (2 mL), and the mixture was heated at 70° C. for 3 hours. The solvent was concentrated, and solid NaHCO3 was added to the residue. At pH 8 the mixture was extracted with methylene chloride, which was dried over MgSO4 and concentrated. The residue was chromotographed on a silica gel column, eluting with methylene chloride:methanol... Reactants: [O-]CC.[Na+] (sodium ethoxide), N1N=NN=C1C=1C=CC=2C(C3=CC=CC=C3S(C2C1)(=O)=O)=O (3-(5-tetrazolyl)thioxanthone-10,10-dioxide), CI (Methyl iodide). Solvent: C(C)O (ethanol). Product: CN1N=C(N=N1)C=1C=CC=2C(C3=CC=CC=C3S(C2C1)(=O)=O)=O (3-(2-methyl-5-tetrazolyl)thioxanthone-10,10-dioxide). RXN SMILES: [O-][CH2:2]C.[Na+].[NH:5]1[C:9]([C:10]2[CH:11]=[CH:12][C:13]3[C:14](=[O:26])[C:15]4[C:20]([S:21](=[O:25])(=[O:24])[C:22]=3[CH:23]=2)=[CH:19][CH:18]=[CH:17][CH:16]=4)=[N:8][N:7]=[N:6]1.CI>C(O)C>[CH3:2][N:7]1[N:6]=[N:5][C:9]([C:10]2[CH:11]=[CH:12][C:13]3[C:14](=[O:26])[C:15]4[C:20]([S:21](=[O:24])(=[O:25])[C:22]=3[CH:23]=2)=[CH:19][CH:18]=[CH:17][CH:16]=4)=[N:8]1 |f:0.1|. Reported procedure: To a solution of sodium ethoxide in ethanol (20 ml) (prepared from 0.46 g sodium) was added 3-(5-tetrazolyl)thioxanthone-10,10-dioxide (6.24g). Methyl iodide (2.84 g) was added and the mixture boiled under reflux for 2 hr. During the reflux period a yellow product was deposited. On cooling it was filtered off, washed with water and recrystallised twice from acetic acid to give 3-(2-methyl-5-tetrazolyl)thioxanthone-10,10-dioxide as yellow needles, m.p. 204°-205° C. Starting materials: C(C1=CC=CC=C1)(=O)C1[C@@H]2CC[C@H]3[C@@H]4CC[C@H]([C@@H](C)C=O)[C@]4(CC[C@@H]3[C@]2(CCC1=O)C)C ((5α,20R)-4-benzoyl-3-oxopregnane-20-carboxaldehyde), CO (methanol), [BH4-].[Na+] (sodium borohydride). The solvent is O1CCCC1 (tetrahydrofuran), CCOCC (ether). Yields the product C(C1=CC=CC=C1)(=O)C1[C@@H]2CC[C@H]3[C@@H]4CC[C@H]([C@H](CO)C)[C@]4(CC[C@@H]3[C@]2(CCC1=O)C)C ((5α,20R)-4-benzoyl-21-hydroxy-20 -methylpregnan-3-one). Reaction SMILES: [C:1]([CH:9]1[C:29](=[O:30])[CH2:28][CH2:27][C@@:26]2([CH3:31])[C@H:10]1[CH2:11][CH2:12][C@@H:13]1[C@@H:25]2[CH2:24][CH2:23][C@@:22]2([CH3:32])[C@H:14]1[CH2:15][CH2:16][C@@H:17]2[C@H:18]([CH:20]=[O:21])[CH3:19])(=[O:8])[C:2]1[CH:7]=[CH:6][CH:5]=[CH:4][CH:3]=1.CO.[BH4-].[Na+]>O1CCCC1.CCOCC>[C:1]([CH:9]1[C:29](=[O:30])[CH2:28][CH2:27][C@@:26]2([CH3:31])[C@H:10]1[CH2:11][CH2:12][C@@H:13]1[C@@H:25]2[CH2:24][CH2:23][C@@:22]2([CH3:32])[C@H:14]1[CH2:15][CH2:16][C@@H:17]2[C@@H:18]([CH3:19])[CH2:20][OH:21])(=[O:8])[C:2]1[CH:7]=[CH:6][CH:5]=[CH:4][CH:3]=1 |f:2.3|. Procedure: The (5α,20R)-4-benzoyl-3-oxopregnane-20-carboxaldehyde (436 mg, 1.0 mmole) in tetrahydrofuran:methanol (2.0 ml, 1:1) is mixed with sodium borohydride (9.5 mg, 0.25 mmole) at 0° C. for 1 hours. The mixture is then diluted with ether and washed with 0.5 N hydrochloric acid and brine and then dried and the solvent is evaporated to leave, as a resiue, (5α,20R)-4-benzoyl-21-hydroxy-20 -methylpregnan-3-one. Starting materials: Cn1c(-c2cccc(OC(F)(F)F)c2)nc(Br)c1CO, CCOC(C)=O. Yields the product Cn1c(-c2cccc(OC(F)(F)F)c2)nc(Br)c1C=O. RXN SMILES: [Br:1][c:2]1[c:3]([CH2:19][OH:20])[n:4]([CH3:18])[c:5](-[c:7]2[cH:8][c:9]([O:13][C:14]([F:15])([F:16])[F:17])[cH:10][cH:11][cH:12]2)[n:6]1.[CH3:21][CH2:22][O:23][C:24]([CH3:25])=[O:26]>>[Br:1][c:2]1[c:3]([CH:19]=[O:20])[n:4]([CH3:18])[c:5](-[c:7]2[cH:8][c:9]([O:13][C:14]([F:15])([F:16])[F:17])[cH:10][cH:11][cH:12]2)[n:6]1. Reactants: BrC1=CC=C2C=C(C=NC2=C1)F (7-bromo-3-fluoroquinoline), C(=O)([O-])[O-].[K+].[K+] (K2CO3), BrC1=CC(=C(C=C1)C(C(=O)N)N1CCC2(CN(C(CO2)=O)CC)CC1)F (2-(4-bromo-2-fluorophenyl)-2-(4-ethyl-3-oxo-1-oxa-4,9-diazaspiro[5.5]undecan-9-yl)acetamide), B1(OC(C(O1)(C)C)(C)C)B2OC(C(O2)(C)C)(C)C (bis(pinacolato)diboron), C(C)(=O)[O-].[K+] (potassium acetate). Reagents/catalysts: C1=CC=C(C=C1)P([C-]2C=CC=C2)C3=CC=CC=C3.C1=CC=C(C=C1)P([C-]2C=CC=C2)C3=CC=CC=C3.Cl[Pd]Cl.[Fe+2].C(Cl)Cl (PdCl2(dppf) CH2Cl2), C1=CC=C(C=C1)P([C-]2C=CC=C2)C3=CC=CC=C3.C1=CC=C(C=C1)P([C-]2C=CC=C2)C3=CC=CC=C3.Cl[Pd]Cl.[Fe+2].C(Cl)Cl (PdCl2(dppf) CH2Cl2). Run in O1CCOCC1 (1,4-dioxane). Run at temperature 110 celsius. Yields the product C(C)N1C(COC2(C1)CCN(CC2)C(C(=O)N)C2=C(C=C(C=C2)C2=CC=C1C=C(C=NC1=C2)F)F)=O ((+)-2-(4-ethyl-3-oxo-1-oxa-4,9-diazaspiro[5.5]undecan-9-yl)-2-(2-fluoro-4-(3-fluoroquinolin-7-yl)phenyl)acetamide). RXN SMILES: Br[C:2]1[CH:7]=[CH:6][C:5]([CH:8]([N:12]2[CH2:25][CH2:24][C:15]3([O:20][CH2:19][C:18](=[O:21])[N:17]([CH2:22][CH3:23])[CH2:16]3)[CH2:14][CH2:13]2)[C:9]([NH2:11])=[O:10])=[C:4]([F:26])[CH:3]=1.B1(B2OC(C)(C)C(C)(C)O2)OC(C)(C)C(C)(C)O1.C([O-])(=O)C.[K+].Br[C:51]1[CH:60]=[C:59]2[C:54]([CH:55]=[C:56]([F:61])[CH:57]=[N:58]2)=[CH:53][CH:52]=1.C([O-])([O-])=O.[K+].[K+]>O1CCOCC1.C1C=CC(P(C2C=CC=CC=2)[C-]2C=CC=C2)=CC=1.C1C=CC(P(C2C=CC=CC=2)[C-]2C=CC=C2)=CC=1.Cl[Pd]Cl.[Fe+2].C(Cl)Cl>[CH2:22]([N:17]1[CH2:16][C:15]2([CH2:24][CH2:25][N:12]([CH:8]([C:5]3[CH:6]=[CH:7][C:2]([C:51]4[CH:60]=[C:59]5[C:54]([CH:55]=[C:56]([F:61])[CH:57]=[N:58]5)=[CH:53][CH:52]=4)=[CH:3][C:4]=3[F:26])[C:9]([NH2:11])=[O:10])[CH2:13][CH2:14]2)[O:20][CH2:19][C:18]1=[O:21])[CH3:23] |f:2.3,5.6.7,9.10.11.12.13|. Reported procedure: A solution of 2-(4-bromo-2-fluorophenyl)-2-(4-ethyl-3-oxo-1-oxa-4,9-diazaspiro[5.5]undecan-9-yl)acetamide (266 mg, 0.47 mmol) in dry 1,4-dioxane (3 mL) was treated with bis(pinacolato)diboron (142 mg, 0.56 mmol), potassium acetate (49 mg, 0.5 mmol) and PdCl2(dppf)-CH2Cl2 adduct (19 mg, 0.023 mmol). The reaction mixture was degassed with nitrogen for ˜3 min and the vessel was purged with nitrogen, sealed, and heated to 110° C. for 3 h. Analysis of a reaction mixture aliquot indicated complete con... Starting materials: COc1ccc(COc2cnc(COC(C)=O)cc2SC(C)(C)C)cc1, CC[SiH](CC)CC, ClCCl, O=C(O)C(F)(F)F. Product: CC(=O)OCc1cc(SC(C)(C)C)c(O)cn1. RXN SMILES: [C:1]([CH3:2])(=[O:3])[O:4][CH2:5][c:6]1[n:7][cH:8][c:9]([O:17][CH2:18][c:19]2[cH:20][cH:21][c:22]([O:23][CH3:24])[cH:25][cH:26]2)[c:10]([S:12][C:13]([CH3:14])([CH3:15])[CH3:16])[cH:11]1.[CH2:27]([SiH:28]([CH2:29][CH3:30])[CH2:31][CH3:32])[CH3:33].[Cl:41][CH2:42][Cl:43].[OH:34][C:35]([C:36]([F:37])([F:38])[F:39])=[O:40]>>[C:1]([CH3:2])(=[O:3])[O:4][CH2:5][c:6]1[n:7][cH:8][c:9]([OH:17])[c:10]([S:12][C:13]([CH3:14])([CH3:15])[CH3:16])[cH:11]1. The reactants are CC(C)(C)OC(=O)N1CCC2(CC1)CN(Cc1ccc3ccccc3c1)C(=O)O2, COc1ccc(N=C=O)cc1, CCOC(C)=O, ClCCl, O, O=C(O)C(F)(F)F. Yields the product COc1ccc(NC(=O)N2CCC3(CC2)CN(Cc2ccc4ccccc4c2)C(=O)O3)cc1. RXN SMILES: [C:1]([O:2][C:3](=[O:4])[N:8]1[CH2:9][CH2:10][C:11]2([CH2:12][N:13]([CH2:17][c:18]3[cH:19][c:20]4[cH:21][cH:22][cH:23][cH:24][c:25]4[cH:26][cH:27]3)[C:14](=[O:16])[O:15]2)[CH2:28][CH2:29]1)([CH3:5])([CH3:6])[CH3:7].[CH3:37][O:38][c:39]1[cH:40][cH:41][c:42]([N:45]=[C:46]=[O:47])[cH:43][cH:44]1.[CH3:52][CH2:53][O:54][C:55]([CH3:56])=[O:57].[Cl:49][CH2:50][Cl:51].[OH2:48].[OH:30][C:31]([C:32]([F:33])([F:34])[F:35])=[O:36]>>[N:8]1([C:46]([NH:45][c:42]2[cH:41][cH:40][c:39]([O:38][CH3:37])[cH:44][cH:43]2)=[O:47])[CH2:9][CH2:10][C:11]2([CH2:12][N:13]([CH2:17][c:18]3[cH:19][c:20]4[cH:21][cH:22][cH:23][cH:24][c:25]4[cH:26][cH:27]3)[C:14](=[O:16])[O:15]2)[CH2:28][CH2:29]1.